Task: describe an organic reaction: reactants, conditions, products, and yield. Dataset: the Open Reaction Database (ORD), a public repository of structured organic reaction records Reactants: OCC1=CC=C(S1)C=CC=1C2=C(SC1)C=CC=C2 (3-[2-(5-hydroxymethyl-2-thienyl)ethenyl]-benzo[b]thiophene), N1=CC=CC=C1 (pyridine), C(C)(=O)Cl (acetyl chloride). Solvent: O (water). Reaction conditions: time 8 hour. The product is C(C)(=O)OCC1=CC=C(S1)C=CC=1C2=C(SC1)C=CC=C2 (3-[2-(5-Acetoxymethyl-2-thienyl)ethenyl]benzo[b]thiophene). Yield: 51.1%. RXN SMILES: [OH:1][CH2:2][C:3]1[S:7][C:6]([CH:8]=[CH:9][C:10]2[C:11]3[CH:18]=[CH:17][CH:16]=[CH:15][C:12]=3[S:13][CH:14]=2)=[CH:5][CH:4]=1.N1C=CC=CC=1.[C:25](Cl)(=[O:27])[CH3:26]>O>[C:25]([O:1][CH2:2][C:3]1[S:7][C:6]([CH:8]=[CH:9][C:10]2[C:11]3[CH:18]=[CH:17][CH:16]=[CH:15][C:12]=3[S:13][CH:14]=2)=[CH:5][CH:4]=1)(=[O:27])[CH3:26]. Procedure details: To a stirred solution of 3-[2-(5-hydroxymethyl-2-thienyl)ethenyl]-benzo[b]thiophene (5.35 g) and pyridine (50 ml) was added over 5 mins acetyl chloride (1.54 g). The mixture was stirred at ambient temperature overnight and was poured into water (500 ml). The mixture was extracted with dichlormethane, and the combined organic phase was washed with 5% aqueous hydrochloric acid, dried over anhydrous sodium sulfate, filtered, and concentrated. The residue was purified by high performance liquid chro... The reactants are NCCN1C(=NC2=C1C=CC=C2)[C@H]2CN(CCC2)C(C[C@@H](CC2=CC1=CC=CC=C1C=C2)NC(OC(C)(C)C)=O)=O (tert-Butyl (R)-4-((R)-3-(1-(2-aminoethyl)-1H-benzo[d]imidazoI-2-yl)piperidin-1-yl)-1-(naphthalen-2-yl)-4-oxobutan-2-ylcarbamate), resultant solution, ClCCl (Dichloromethane), C(C)(=O)Cl (Acetyl chloride), N1=CC=CC=C1 (pyridine). The solvent is CO (methanol). Conditions: temperature 0 celsius. Product: C(C)(=O)NCCN1C(=NC2=C1C=CC=C2)[C@H]2CN(CCC2)C(C[C@@H](CC2=CC1=CC=CC=C1C=C2)NC(OC(C)(C)C)=O)=O (tert-butyl (R)-4-((R)-3-(1-(2-acetamidoethyl)-1H-benzo[d]imidazol-2-yl)piperidin-1-yl)-1-(naphthalen-2-yl)-4-oxobutan-2-ylcarbamate). The yield is 36.0%. Reaction SMILES: [NH2:1][CH2:2][CH2:3][N:4]1[C:8]2[CH:9]=[CH:10][CH:11]=[CH:12][C:7]=2[N:6]=[C:5]1[C@@H:13]1[CH2:18][CH2:17][CH2:16][N:15]([C:19](=[O:41])[CH2:20][C@H:21]([NH:33][C:34](=[O:40])[O:35][C:36]([CH3:39])([CH3:38])[CH3:37])[CH2:22][C:23]2[CH:32]=[CH:31][C:30]3[C:25](=[CH:26][CH:27]=[CH:28][CH:29]=3)[CH:24]=2)[CH2:14]1.ClCCl.[C:45](Cl)(=[O:47])[CH3:46].N1C=CC=CC=1>CO>[C:45]([NH:1][CH2:2][CH2:3][N:4]1[C:8]2[CH:9]=[CH:10][CH:11]=[CH:12][C:7]=2[N:6]=[C:5]1[C@@H:13]1[CH2:18][CH2:17][CH2:16][N:15]([C:19](=[O:41])[CH2:20][C@H:21]([NH:33][C:34](=[O:40])[O:35][C:36]([CH3:37])([CH3:38])[CH3:39])[CH2:22][C:23]2[CH:32]=[CH:31][C:30]3[C:25](=[CH:26][CH:27]=[CH:28][CH:29]=3)[CH:24]=2)[CH2:14]1)(=[O:47])[CH3:46]. Reported procedure: tert-Butyl (R)-4-((R)-3-(1-(2-aminoethyl)-1H-benzo[d]imidazoI-2-yl)piperidin-1-yl)-1-(naphthalen-2-yl)-4-oxobutan-2-ylcarbamate (129D) was added to a 25 mL round-bottomed flask equipped for stirring under nitrogen. Dichloromethane (5 mL) was added and the solution was cooled to 0° C. with an ice/water bath. Acetyl chloride (0.703 mmoles; 0.050 mL) and pyridine (2.47 mmoles, 0.200 mL) were then added and the resultant solution was stirred at 0° C. for 10 min. Solution was allowed to warm to it an... The reactants are ClC=1C=C(OC[C@H](CN[C@H](CO[Si](C)(C)C(C)(C)C)C)O)C=CC1 (1(S)-(3-chlorophenoxymethyl)-2-[2-t-butyldimethylsilyloxy-1(S)-methylethylamino]ethanol), N,N'-carbonyldiimidazole, CN(C=O)C (dimethylformamide). The product is [Si](C)(C)(C(C)(C)C)OC[C@H](C)N1C(O[C@@H](C1)COC1=CC(=CC=C1)Cl)=O (3-[2-t-Butyldimethylsilyloxy-1(S)-methylethyl]-5(S)-(3-chlorophenoxymethyl)oxazolidin-2-one). As a reaction SMILES: [Cl:1][C:2]1[CH:3]=[C:4]([CH:22]=[CH:23][CH:24]=1)[O:5][CH2:6][C@@H:7]([OH:21])[CH2:8][NH:9][C@@H:10]([CH3:20])[CH2:11][O:12][Si:13]([C:16]([CH3:19])([CH3:18])[CH3:17])([CH3:15])[CH3:14].CN(C)[CH:27]=[O:28]>>[Si:13]([O:12][CH2:11][C@@H:10]([N:9]1[CH2:8][C@@H:7]([CH2:6][O:5][C:4]2[CH:22]=[CH:23][CH:24]=[C:2]([Cl:1])[CH:3]=2)[O:21][C:27]1=[O:28])[CH3:20])([C:16]([CH3:17])([CH3:18])[CH3:19])([CH3:14])[CH3:15]. Procedure: A procedure similar to that described in Preparation 11 was repeated, except that 2.06 g of 1(S)-(3-chlorophenoxymethyl)-2-[2-t-butyldimethylsilyloxy-1(S)-methylethylamino]ethanol (prepared as described in Preparation 38), 1.07 g of N,N'-carbonyldiimidazole and 20 ml of anhydrous dimethylformamide were used, to give 2.11 g of the title compound having an Rf value of 0.18 (on silica gel thin layer chromatography, using a 1:4 by volume mixture of ethyl acetate and hexane as the developing solvent)... Reactants: BrC=1C=C2C(=NC1)N(C=C2C2=C(C=CC=C2)OC)COCC[Si](C)(C)C (5-bromo-3-(2-methoxy-phenyl)-1-(2-trimethylsilanyl-ethoxymethyl)-1H-pyrrolo[2,3-b]pyridine), N1[C@H](C(=O)O)CCC1 (proline), C([O-])([O-])=O.[K+].[K+] (potassium carbonate), CN(C(CC1CNCC1)=O)C (N,N-dimethyl-2-pyrrolidin-3-yl-acetamide). The reagents and catalysts are [Cu]I (copper(I)-iodide). The product is COC1=C(C=CC=C1)C1=CN(C2=NC=C(C=C21)N2CC(CC2)CC(=O)N(C)C)COCC[Si](C)(C)C (2-{1-[3-(2-methoxy-phenyl)-1-(2-trimethylsilanyl-ethoxymethyl)-1H-pyrrolo[2,3-b]pyridin-5-yl]-pyrrolidin-3-yl}-N,N-dimethyl-acetamide). The yield is 21.4%. Reaction SMILES: Br[C:2]1[CH:3]=[C:4]2[C:10]([C:11]3[CH:16]=[CH:15][CH:14]=[CH:13][C:12]=3[O:17][CH3:18])=[CH:9][N:8]([CH2:19][O:20][CH2:21][CH2:22][Si:23]([CH3:26])([CH3:25])[CH3:24])[C:5]2=[N:6][CH:7]=1.N1CCC[C@H]1C(O)=O.C(=O)([O-])[O-].[K+].[K+].[CH3:41][N:42]([CH3:51])[C:43](=[O:50])[CH2:44][CH:45]1[CH2:49][CH2:48][NH:47][CH2:46]1>[Cu]I>[CH3:18][O:17][C:12]1[CH:13]=[CH:14][CH:15]=[CH:16][C:11]=1[C:10]1[C:4]2[C:5](=[N:6][CH:7]=[C:2]([N:47]3[CH2:48][CH2:49][CH:45]([CH2:44][C:43]([N:42]([CH3:41])[CH3:51])=[O:50])[CH2:46]3)[CH:3]=2)[N:8]([CH2:19][O:20][CH2:21][CH2:22][Si:23]([CH3:26])([CH3:25])[CH3:24])[CH:9]=1 |f:2.3.4|. Procedure: A microwave reaction vial was charged with 5-bromo-3-(2-methoxy-phenyl)-1-(2-trimethylsilanyl-ethoxymethyl)-1H-pyrrolo[2,3-b]pyridine (347 mg, 0.8 mmol), copper(I)-iodide (31 mg, 0.067 mmol), proline (37 mg, 0.13 mmol), potassium carbonate (332 mg, 1.6 mmol) and N,N-dimethyl-2-pyrrolidin-3-yl-acetamide (250 mg, 1.6 mmol) obtained from step 1. The vial was flushed with nitrogen and dimethylsulfoxide (2.0 ml) was added. The reaction tube was sealed irradiated in the microwave to 140° C. for 1 hour... The reactants are CO, [Na+], C1CCOC1, [OH-], COC(=O)C1Cc2ccccc2N1C(=O)NCCCCC1CCSS1. Product: O=C(O)C1Cc2ccccc2N1C(=O)NCCCCC1CCSS1. As a reaction SMILES: [CH3:26][OH:27].[Na+:29].[O:30]1[CH2:31][CH2:32][CH2:33][CH2:34]1.[OH-:28].[S:1]1[S:2][CH:3]([CH2:6][CH2:7][CH2:8][CH2:9][NH:10][C:11](=[O:12])[N:13]2[CH:14]([C:22](=[O:23])[O:24][CH3:25])[CH2:15][c:16]3[cH:17][cH:18][cH:19][cH:20][c:21]32)[CH2:4][CH2:5]1>>[S:1]1[S:2][CH:3]([CH2:6][CH2:7][CH2:8][CH2:9][NH:10][C:11](=[O:12])[N:13]2[CH:14]([C:22](=[O:23])[OH:24])[CH2:15][c:16]3[cH:17][cH:18][cH:19][cH:20][c:21]32)[CH2:4][CH2:5]1. Reactants: C(CCC)=O (butanal). The reagents and catalysts are FC(C(=O)[O-])(F)F.[Ru+3].FC(C(=O)[O-])(F)F.FC(C(=O)[O-])(F)F (ruthenium trifluoroacetate). The product is C(CCC)OC(CCC)OCCCC (1,1-dibutoxybutane). As a reaction SMILES: [CH:1](=[O:5])[CH2:2][CH2:3][CH3:4]>FC(F)(F)C([O-])=O.[Ru+3].FC(F)(F)C([O-])=O.FC(F)(F)C([O-])=O>[CH2:1]([O:5][CH:1]([O:5][CH2:1][CH2:2][CH2:3][CH3:4])[CH2:2][CH2:3][CH3:4])[CH2:2][CH2:3][CH3:4] |f:1.2.3.4|. Procedure details: Example 3 is repeated, while replacing ruthenium chloride with ruthenium trifluoroacetate, the other conditions of the example being unchanged. 13.8 m.moles butanal and 32 m.moles 1,1-dibutoxybutane have been formed. The reactants are CC1(OCC(CO1)N1C2=C(N=CC1=O)C=CC(=N2)OC)C (4-(2,2-Dimethyl-1,3-dioxan-5-yl)-6-(methyloxy)pyrido[2,3-b]pyrazin-3(4H)-one), Cl (HCl). The solvent is C1CCOC1 (THF). Run at time 1 hour. The product is OCC(CO)N1C2=C(N=CC1=O)C=CC(=N2)OC (4-[2-Hydroxy-1-(hydroxymethyl)ethyl]-6-(methyloxy)pyrido[2,3-b]pyrazin-3(4H)-one). Isolated yield 92.0%. As a reaction SMILES: CC1(C)[O:7][CH2:6][CH:5]([N:8]2[C:13](=[O:14])[CH:12]=[N:11][C:10]3[CH:15]=[CH:16][C:17]([O:19][CH3:20])=[N:18][C:9]2=3)[CH2:4][O:3]1.Cl>C1COCC1>[OH:3][CH2:4][CH:5]([N:8]1[C:13](=[O:14])[CH:12]=[N:11][C:10]2[CH:15]=[CH:16][C:17]([O:19][CH3:20])=[N:18][C:9]1=2)[CH2:6][OH:7]. Reported procedure: 4-(2,2-Dimethyl-1,3-dioxan-5-yl)-6-(methyloxy)pyrido[2,3-b]pyrazin-3(4H)-one (17.40 g, 59.7 mmol) was dissolved in THF (220 ml) to give a dark yellow solution. 1M HCl aq. (200 ml) was added (transient blue and green colours appeared in the solution) and the now light yellow solution was stirred at room temperature for 1 h. The mixture was concentrated to ca. 300 ml on a rotary evaporator using a cold water bath (some solid was precipitated during this procedure) then was stirred vigorously while...